This data is from the Open Reaction Database (ORD), a public repository of structured organic reaction records. The task is: describe an organic reaction: reactants, conditions, products, and yield Starting materials: CO (methanol), Cl (hydrochloric acid), Cl.Cl.C(C1=CC=CC=C1)NC(=N)NC(=N)NCCCCCCCCC (N1-benzyl-N5-nonyl-biguanide dihydrochloride), CC(=O)C (acetone), C(C(=O)O)(=O)O (oxalic acid). Product: C(C(=O)O)(=O)O.CC1(N=C(NC(=N1)NCC1=CC=CC=C1)NCCCCCCCCCCC)C (3,6-Dihydro-6,6-dimethyl-4-undecylamino-2-benzylamino-1,3,5-triazine oxalate). RXN SMILES: CO.Cl.Cl.Cl.[CH2:6]([NH:13][C:14]([NH:16][C:17]([NH:19][CH2:20][CH2:21][CH2:22][CH2:23][CH2:24][CH2:25][CH2:26][CH2:27][CH3:28])=[NH:18])=[NH:15])[C:7]1[CH:12]=[CH:11][CH:10]=[CH:9][CH:8]=1.[C:29]([OH:34])(=[O:33])[C:30]([OH:32])=[O:31].[CH3:35][C:36]([CH3:38])=O>>[C:29]([OH:34])(=[O:33])[C:30]([OH:32])=[O:31].[CH3:35][C:36]1([CH3:38])[N:15]=[C:14]([NH:13][CH2:6][C:7]2[CH:8]=[CH:9][CH:10]=[CH:11][CH:12]=2)[NH:16][C:17]([NH:19][CH2:20][CH2:21][CH2:22][CH2:23][CH2:24][CH2:25][CH2:26][CH2:27][CH2:28][CH2:29][CH3:30])=[N:18]1 |f:2.3.4,7.8|. Procedure: 140 ml of methanol, 100 ml of acetone and 0.5 ml of concentrated hydrochloric acid were added to 8.0 g (19.1 mmol) of N1-benzyl-N5-nonyl-biguanide dihydrochloride. The mixture was refluxed for 20 hours, and the solvent was distilled off under reduced pressure. The residue was dissolved in 100 ml of ethanol, and to the solution were added 60 ml of water and 8.4 ml of 5N aqueous sodium hydroxide. The mixture was refluxed for 1.5 hours, concentrated under reduced pressure, and extracted with ethyl ... The reactants are Cl[Si](C)(C)C (Chlorotrimethylsilane), C1(=CC=CC=C1)C=1N(C(=CC1)C1=CC=C(C=C1)N1CCCCC1)CC(=O)O ([2-phenyl-5-(4-piperidin-1-yl-phenyl)-pyrrol-1-yl]-acetic acid). The solvent is CO (methanol). Run at temperature 65 celsius. The product is COC(CN1C(=CC=C1C1=CC=C(C=C1)N1CCCCC1)C1=CC=CC=C1)=O ([2-Phenyl-5-(4-piperidin-1-yl-phenyl)-pyrrol-1-yl]-acetic acid methyl ester). RXN SMILES: Cl[Si](C)(C)[CH3:3].[C:6]1([C:12]2[N:13]([CH2:29][C:30]([OH:32])=[O:31])[C:14]([C:17]3[CH:22]=[CH:21][C:20]([N:23]4[CH2:28][CH2:27][CH2:26][CH2:25][CH2:24]4)=[CH:19][CH:18]=3)=[CH:15][CH:16]=2)[CH:11]=[CH:10][CH:9]=[CH:8][CH:7]=1>CO>[CH3:3][O:31][C:30](=[O:32])[CH2:29][N:13]1[C:14]([C:17]2[CH:22]=[CH:21][C:20]([N:23]3[CH2:24][CH2:25][CH2:26][CH2:27][CH2:28]3)=[CH:19][CH:18]=2)=[CH:15][CH:16]=[C:12]1[C:6]1[CH:7]=[CH:8][CH:9]=[CH:10][CH:11]=1. Procedure details: Chlorotrimethylsilane (275 mmol, 35 uL) is added dropwise to a cooled (0° C.) solution of [2-phenyl-5-(4-piperidin-1-yl-phenyl)-pyrrol-1-yl]-acetic acid (228 mmol) in methanol (anhydrous, 150 uL). The reaction is capped and allowed to heat/shake overnight at 65° C. The reaction is concentrated purified by flash chromatography over silica gel (3:1 methanol:methylene chloride). 64 mg of isolated product is confirmed by LCMS.